Task: describe an organic reaction: reactants, conditions, products, and yield. Dataset: the Open Reaction Database (ORD), a public repository of structured organic reaction records Reaction SMILES: [C:1]1(C)C=CC=CC=1.[F:8][CH:9]([F:20])[C:10]1[C:14]([C:15]([O:17][CH2:18][CH3:19])=[O:16])=[CH:13][NH:12][N:11]=1.[OH-].[Na+].S(OC)(OC)(=O)=O>[Cl-].C[N+](C)(C)C.O>[F:20][CH:9]([F:8])[C:10]1[C:14]([C:15]([O:17][CH2:18][CH3:19])=[O:16])=[CH:13][N:12]([CH3:1])[N:11]=1 |f:2.3,5.6|. Run at temperature 20 celsius. Reported procedure: The toluene solution of crude ethyl 3-difluoromethylpyrazole-4-carboxylate was stirred and cooled to 20° C. Water (260 ml), tetramethylammonium chloride (10% aqueous solution, 15.0 g), and 25% NaOH solution (36-60 g) were added in sequence. Dimethyl sulphate (99.5%, 94.5 g, 0.75 mol) and additional 25% NaOH were fed simultaneously over 2 hours at 20° C. while maintaining the pH between 10.5 and 12.0. After 2 hours post reaction, the bottom aqueous phase was separated off. The solvent is O (Water). The product is FC(C1=NN(C=C1C(=O)OCC)C)F (ethyl 3-(difluoromethyl)-1-methyl-1H-pyrazole-4-carboxylate). Reagents/catalysts: [Cl-].C[N+](C)(C)C (tetramethylammonium chloride). The reactants are C1(=CC=CC=C1)C (toluene), FC(C1=NNC=C1C(=O)OCC)F (ethyl 3-difluoromethylpyrazole-4-carboxylate), S(=O)(=O)(OC)OC (Dimethyl sulphate), [OH-].[Na+] (NaOH), [OH-].[Na+] (NaOH). Starting materials: FC1=C(C=CC(=C1)F)C=1C=C2C=CC(=CC2=CC1)S(=O)[O-].[Na+] (sodium 6-(2,4-difluorophenyl)naphthalene-2-sulfinate), BrC1=C(C=CC=C1)[C@H](C)O ((1S)-1-(2-bromophenyl)ethanol), N (ammonia). The reagents and catalysts are [Cu]I (copper(I) iodide). The solvent is CS(=O)C (dimethylsulfoxide). Reaction conditions: temperature 110 celsius. Yields the product FC1=C(C=CC(=C1)F)C=1C=C2C=CC(=CC2=CC1)S(=O)(=O)C1=C(C=CC=C1)[C@H](C)O ((1S)-1-(2-{[6-(2,4-Difluorophenyl)-2-naphthyl]sulfonyl}phenyl)ethanol). The yield is 26.5%. Reaction SMILES: [F:1][C:2]1[CH:7]=[C:6]([F:8])[CH:5]=[CH:4][C:3]=1[C:9]1[CH:10]=[C:11]2[C:16](=[CH:17][CH:18]=1)[CH:15]=[C:14]([S:19]([O-:21])=[O:20])[CH:13]=[CH:12]2.[Na+].Br[C:24]1[CH:29]=[CH:28][CH:27]=[CH:26][C:25]=1[C@@H:30]([OH:32])[CH3:31].N>CS(C)=O.[Cu]I>[F:1][C:2]1[CH:7]=[C:6]([F:8])[CH:5]=[CH:4][C:3]=1[C:9]1[CH:10]=[C:11]2[C:16](=[CH:17][CH:18]=1)[CH:15]=[C:14]([S:19]([C:24]1[CH:29]=[CH:28][CH:27]=[CH:26][C:25]=1[C@@H:30]([OH:32])[CH3:31])(=[O:21])=[O:20])[CH:13]=[CH:12]2 |f:0.1|. Procedure: Sodium 6-(2,4-difluorophenyl)naphthalene-2-sulfinate (Step 3, 486 mg, 1.49 mmol), (1S)-1-(2-bromophenyl)ethanol (260 mg, 1.29 mmol) and copper(I) iodide (1.23 g, 6.46 mmol) were combined in dimethylsulfoxide (10 mL) and degassed. The reaction was heated to 110° C. for 2 hours. The cooled reaction mixture was poured into conc. ammonia solution and extracted with diethyl ether (x4). The combined organic layers were washed with brine, dried over MgSO4 and evaporated in vacuo. The residue was purifi... Reactants: C(C)OC1=C(C(=CC(=C1)CC=1C(=NC(=NC1)N)N)OCC)C1=CC=C(C=C1)OCOC (5-(2,6-Diethoxy-4′-methoxymethoxy-biphenyl-4-ylmethyl)-pyrimidine-2,4-diamine), Cl (hydrochloric acid). Run in CO (methanol), CO (methanol). Conditions: temperature 56 celsius, time 30 minute. Product: NC1=NC=C(C(=N1)N)CC1=CC(=C(C(=C1)OCC)C1=CC=C(C=C1)O)OCC (4′-(2,4-diamino-pyrimidin-5-ylmethyl)-2′,6′-diethoxy-biphenyl-4-ol). The yield is 98.2%. RXN SMILES: [CH2:1]([O:3][C:4]1[CH:9]=[C:8]([CH2:10][C:11]2[C:12]([NH2:18])=[N:13][C:14]([NH2:17])=[N:15][CH:16]=2)[CH:7]=[C:6]([O:19][CH2:20][CH3:21])[C:5]=1[C:22]1[CH:27]=[CH:26][C:25]([O:28]COC)=[CH:24][CH:23]=1)[CH3:2].Cl>CO>[NH2:17][C:14]1[N:13]=[C:12]([NH2:18])[C:11]([CH2:10][C:8]2[CH:7]=[C:6]([O:19][CH2:20][CH3:21])[C:5]([C:22]3[CH:27]=[CH:26][C:25]([OH:28])=[CH:24][CH:23]=3)=[C:4]([O:3][CH2:1][CH3:2])[CH:9]=2)=[CH:16][N:15]=1. Procedure details: 5-(2,6-Diethoxy-4′-methoxymethoxy-biphenyl-4-ylmethyl)-pyrimidine-2,4-diamine (10.06 g; 23.7 mmol) is dissolved in methanol (410 ml), and a 3 N hydrochloric acid solution in methanol (119.1 ml; 357.3 mmol) is added. The reaction mixture is stirred for 30 minutes at a temperature of 56° C. and concentrated. The grey residue is then stirred with water (400 ml), the pH is brought to 9 by addition of an aqueous saturated ammonia solution (approx. 8 ml) and the entire mixture is stirred for 15 minute... Starting materials: CI, CCO, O=c1[nH]c(=S)[nH]cc1Cc1ccc(Cl)cc1, [Na+], [OH-], O. The product is CSc1ncc(Cc2ccc(Cl)cc2)c(=O)[nH]1. Reaction SMILES: [CH3:17][I:18].[CH3:22][CH2:23][OH:24].[Cl:1][c:2]1[cH:3][cH:4][c:5]([CH2:6][c:7]2[c:8](=[O:14])[nH:9][c:10](=[S:13])[nH:11][cH:12]2)[cH:15][cH:16]1.[Na+:20].[OH-:19].[OH2:21]>>[Cl:1][c:2]1[cH:3][cH:4][c:5]([CH2:6][c:7]2[c:8](=[O:14])[nH:9][c:10]([S:13][CH3:17])[n:11][cH:12]2)[cH:15][cH:16]1. Reactants: C(=O)=O (CO2), NC1=NNC2=CC(=CC=C12)Cl (3-amino-6-chloroindazole), C(C)OCC (diethyl ether). Solvent: C(C)OC(=O)OC(=O)OCC (pyrocarbonic acid diethyl ester). RXN SMILES: [NH2:1][C:2]1[C:10]2[C:5](=[CH:6][C:7]([Cl:11])=[CH:8][CH:9]=2)[NH:4][N:3]=1.[C:12](=[O:14])=[O:13].[CH2:15](OCC)[CH3:16]>C(OC(OC(OCC)=O)=O)C>[CH2:15]([O:13][C:12]([N:3]1[C:2]([NH2:1])=[C:10]2[C:5]([CH:6]=[C:7]([Cl:11])[CH:8]=[CH:9]2)=[N:4]1)=[O:14])[CH3:16]. Reported procedure: 0.3 mol of 3-amino-6-chloroindazole in 250 ml of pyrocarbonic acid diethyl ester are heated, while stirring, to 50° C for about 5 hours, until the evolution of CO2 has ceased. After cooling, 250 ml of diethyl ether are added and 90% of theory of 3-amino-6-chloroindazole-2-carboxylic acid ethyl ester are isolated, by filtration, in the form of yellow crystals. Melting point: 163°-165° C. The product is C(C)OC(=O)N1N=C2C=C(C=CC2=C1N)Cl (3-amino-6-chloroindazole-2-carboxylic acid ethyl ester). Starting materials: CNC(=O)C=1C=C2C=CNC2=CC1 (N-methyl-1H-indole-5-carboxamide), ClC1=CC=C(C=N1)OCC1CCN(CC1)C(=O)OC(C)(C)C (tert-butyl 4-(((6-chloropyridin-3-yl)oxy)methyl)piperidine-1-carboxylate). The product is C(C)(C)(C)OC(=O)N1CCC(CC1)COC=1C=NC(=CC1)N1C=CC2=CC(=CC=C12)C(NC)=O (tert-Butyl-4-(((6-(5-(methylcarbamoyl)-1H-indol-1-yl)pyridin-3-yl)-oxy)methyl)piperidine-1-carboxylate). Reaction SMILES: [CH3:1][NH:2][C:3]([C:5]1[CH:6]=[C:7]2[C:11](=[CH:12][CH:13]=1)[NH:10][CH:9]=[CH:8]2)=[O:4].Cl[C:15]1[N:20]=[CH:19][C:18]([O:21][CH2:22][CH:23]2[CH2:28][CH2:27][N:26]([C:29]([O:31][C:32]([CH3:35])([CH3:34])[CH3:33])=[O:30])[CH2:25][CH2:24]2)=[CH:17][CH:16]=1>>[C:32]([O:31][C:29]([N:26]1[CH2:27][CH2:28][CH:23]([CH2:22][O:21][C:18]2[CH:19]=[N:20][C:15]([N:10]3[C:11]4[C:7](=[CH:6][C:5]([C:3](=[O:4])[NH:2][CH3:1])=[CH:13][CH:12]=4)[CH:8]=[CH:9]3)=[CH:16][CH:17]=2)[CH2:24][CH2:25]1)=[O:30])([CH3:35])([CH3:33])[CH3:34]. Reported procedure: The title compound was prepared by following the similar procedure as described in Example-1 by using N-methyl-1H-indole-5-carboxamide (intermediate-14) and tert-butyl 4-(((6-chloropyridin-3-yl)oxy)methyl)piperidine-1-carboxylate (intermediate-29). Reactants: COC(=O)C(Br)c1ccc(Oc2ccc(Cl)cc2)cc1, C[O-], CO, Oc1ccc(Cl)c2c1CCC2, [I-], [K+], [Na+], O, c1ccccc1. Product: COC(=O)C(Oc1ccc(Cl)c2c1CCC2)c1ccc(Oc2ccc(Cl)cc2)cc1. As a reaction SMILES: [Br:17][CH:18]([C:19](=[O:20])[O:21][CH3:22])[c:23]1[cH:24][cH:25][c:26]([O:29][c:30]2[cH:31][cH:32][c:33]([Cl:36])[cH:34][cH:35]2)[cH:27][cH:28]1.[CH3:1][O-:2].[CH3:37][OH:38].[Cl:4][c:5]1[cH:6][cH:7][c:8]([OH:14])[c:9]2[c:13]1[CH2:12][CH2:11][CH2:10]2.[I-:16].[K+:15].[Na+:3].[OH2:45].[cH:39]1[cH:40][cH:41][cH:42][cH:43][cH:44]1>>[Cl:4][c:5]1[cH:6][cH:7][c:8]([O:14][CH:18]([C:19](=[O:20])[O:21][CH3:22])[c:23]2[cH:24][cH:25][c:26]([O:29][c:30]3[cH:31][cH:32][c:33]([Cl:36])[cH:34][cH:35]3)[cH:27][cH:28]2)[c:9]2[c:13]1[CH2:12][CH2:11][CH2:10]2.